The task is: describe an organic reaction: reactants, conditions, products, and yield. This data is from the Open Reaction Database (ORD), a public repository of structured organic reaction records. The reactants are ClCC(=O)C1CCN(CC1)C(=O)OC(C)(C)C (tert-butyl 4-(2-chloroacetyl)piperidine-1-carboxylate), ClCC(=O)C1CCN(CC1)C(=O)OC(C)(C)C (tert-butyl 4-(2-chloroacetyl)piperidine-1-carboxylate), ClC=1C=CC(=C(C1)NC(=O)N)O (1-(5-chloro-2-hydroxyphenyl)urea), C(=O)([O-])[O-].[K+].[K+] (K2CO3). Solvent: CS(=O)C (DMSO). Run at time 14 hour. Yields the product ClC1=CC(=C(OCC(=O)C2CCN(CC2)C(=O)OC(C)(C)C)C=C1)NC(=O)N (tert-butyl 4-(2-(4-chloro-2-ureidophenoxy)acetyl)piperidine-1-carboxylate). The yield is 25.0%. Reaction SMILES: Cl[CH2:2][C:3]([CH:5]1[CH2:10][CH2:9][N:8]([C:11]([O:13][C:14]([CH3:17])([CH3:16])[CH3:15])=[O:12])[CH2:7][CH2:6]1)=[O:4].[Cl:18][C:19]1[CH:20]=[CH:21][C:22]([OH:29])=[C:23]([NH:25][C:26]([NH2:28])=[O:27])[CH:24]=1.C([O-])([O-])=O.[K+].[K+]>CS(C)=O>[Cl:18][C:19]1[CH:20]=[CH:21][C:22]([O:29][CH2:2][C:3]([CH:5]2[CH2:10][CH2:9][N:8]([C:11]([O:13][C:14]([CH3:17])([CH3:16])[CH3:15])=[O:12])[CH2:7][CH2:6]2)=[O:4])=[C:23]([NH:25][C:26]([NH2:28])=[O:27])[CH:24]=1 |f:2.3.4|. Reported procedure: A solution of the crude tert-butyl 4-(2-chloroacetyl)piperidine-1-carboxylate (one third the material from step 1, approximately 5 mmol) in DMSO (20 mL) was charged with 1-(5-chloro-2-hydroxyphenyl)urea (see N. Hossain et al., WO PCT 2004/005295; 980 mg, 5.25 mmol) and K2CO3 (1.38 g, 10 mmol). The reaction was stirred for ˜14 h and then quenched with water (40 mL). The mixture was extracted twice with EtOAc. The organic phases were combined, washed with brine, dried (Na2SO4), filtered, and conce...